From a dataset of the Open Reaction Database (ORD), a public repository of structured organic reaction records. describe an organic reaction: reactants, conditions, products, and yield As a reaction SMILES: [Br:4][c:5]1[cH:6][c:7]([CH2:8][Br:9])[cH:10][cH:11][cH:12]1.[CH3:1][NH:2][CH3:3].[ClH:13].[cH:14]1[cH:15][cH:16][cH:17][cH:18][cH:19]1>>[CH3:1][N:2]([CH3:3])[CH2:8][c:7]1[cH:6][c:5]([Br:4])[cH:12][cH:11][cH:10]1. Yields the product CN(C)Cc1cccc(Br)c1. Reactants: BrCc1cccc(Br)c1, CNC, Cl, c1ccccc1. The reactants are C(C)OC(C)=O.Cl (Hydrochloric acid - ethyl acetate), CN(CCNC(=O)OCC1=C(C=CC=C1)N(C=O)CCCCCCCCCCCCCCCCCC)C ([2-[[N-[2-(dimethylamino)ethyl]carbamoyloxy]methyl]phenyl]-N-octadecylformamide). Run in C(C)(=O)OCC (ethyl acetate). Reaction conditions: time 15 minute. The product is Cl.CN(CCNC(=O)OCC1=C(C=CC=C1)N(C=O)CCCCCCCCCCCCCCCCCC)C ([2-[[N-[2-(Dimethylamino)ethyl]carbamoyloxy]methyl]phenyl]-N-octadecylformamide hydrochloride). Reaction SMILES: C(OC(=O)C)C.[ClH:7].[CH3:8][N:9]([CH3:44])[CH2:10][CH2:11][NH:12][C:13]([O:15][CH2:16][C:17]1[CH:22]=[CH:21][CH:20]=[CH:19][C:18]=1[N:23]([CH2:26][CH2:27][CH2:28][CH2:29][CH2:30][CH2:31][CH2:32][CH2:33][CH2:34][CH2:35][CH2:36][CH2:37][CH2:38][CH2:39][CH2:40][CH2:41][CH2:42][CH3:43])[CH:24]=[O:25])=[O:14]>C(OCC)(=O)C>[ClH:7].[CH3:8][N:9]([CH3:44])[CH2:10][CH2:11][NH:12][C:13]([O:15][CH2:16][C:17]1[CH:22]=[CH:21][CH:20]=[CH:19][C:18]=1[N:23]([CH2:26][CH2:27][CH2:28][CH2:29][CH2:30][CH2:31][CH2:32][CH2:33][CH2:34][CH2:35][CH2:36][CH2:37][CH2:38][CH2:39][CH2:40][CH2:41][CH2:42][CH3:43])[CH:24]=[O:25])=[O:14] |f:0.1,4.5|. Procedure: 4N Hydrochloric acid - ethyl acetate solution (0.12 ml) was added to a solution of [2-[[N-[2-(dimethylamino)ethyl]carbamoyloxy]methyl]phenyl]-N-octadecylformamide (0.200 g) in ethyl acetate (2 ml) at room temperature. After being stirred for 15 minutes, the reaction mixture was concentrated. The residue was recrystallized from ethyl acetate-ethanol mixed solvent, thereby yielding 0.205 g of the aimed compound as white crystals.